From a dataset of the Open Reaction Database (ORD), a public repository of structured organic reaction records. describe an organic reaction: reactants, conditions, products, and yield The reactants are C[N+](C)(C)C, CC(C)P(=O)([O-])[O-], [Cl-], Clc1nc(Cl)c(Cl)c(Cl)c1Cl, O, [Zn]. Product: Clc1cc(Cl)c(Cl)nc1Cl. RXN SMILES: [CH3:14][N+:15]([CH3:16])([CH3:17])[CH3:18].[CH3:19][CH:20]([CH3:21])[P:22]([O-:23])(=[O:24])[O-:25].[Cl-:13].[Cl:1][c:2]1[c:3]([Cl:11])[c:4]([Cl:10])[c:5]([Cl:9])[c:6]([Cl:8])[n:7]1.[OH2:12].[Zn:26]>>[Cl:1][c:2]1[c:3]([Cl:11])[cH:4][c:5]([Cl:9])[c:6]([Cl:8])[n:7]1. The reactants are CC(C)C1c2nc[nH]c2CCN1C(=O)OCc1nccs1, CCN(C(C)C)C(C)C, ClCCl, O=C(Cl)Oc1ccc([N+](=O)[O-])cc1, OCC1CCO1. Product: CC(C)C1c2nc[nH]c2CCN1C(=O)OCC1CCO1. As a reaction SMILES: [CH:20]([CH3:21])([CH3:22])[CH:23]1[N:24]([C:32](=[O:33])[O:34][CH2:35][c:36]2[s:37][cH:38][cH:39][n:40]2)[CH2:25][CH2:26][c:27]2[c:28]1[n:29][cH:30][nH:31]2.[CH:41]([N:42]([CH2:43][CH3:44])[CH:45]([CH3:46])[CH3:47])([CH3:48])[CH3:49].[Cl:50][CH2:51][Cl:52].[Cl:7][C:8]([O:9][c:10]1[cH:11][cH:12][c:13]([N+:14]([O-:15])=[O:16])[cH:17][cH:18]1)=[O:19].[OH:1][CH2:2][CH:3]1[O:4][CH2:5][CH2:6]1>>[O:1]([CH2:2][CH:3]1[O:4][CH2:5][CH2:6]1)[C:32]([N:24]1[CH:23]([CH:20]([CH3:21])[CH3:22])[c:28]2[c:27]([nH:31][cH:30][n:29]2)[CH2:26][CH2:25]1)=[O:33]. Starting materials: C(C)OC(=O)C1=NC2=CC(=C(C=C2C(=C1)OCC(=O)N1[C@@H](CCC1)C(NC1CCC1)=O)Cl)C (6-Chloro-4-[2-((S)-2-cyclobutylcarbamoyl-pyrrolidin-1-yl)-2-oxo-ethoxy]-7-methyl-quinoline-2-carboxylic acid ethyl ester), [OH-].[Na+] (NaOH). Solvent: C1CCOC1 (THF). Conditions: time 4 hour. Product: ClC=1C=C2C(=CC(=NC2=CC1C)C(=O)O)OCC(=O)N1[C@@H](CCC1)C(NC1CCC1)=O (6-Chloro-4-[2-((S)-2-cyclobutylcarbamoyl-pyrrolidin-1-yl)-2-oxo-ethoxy]-7-methyl-quinoline-2-carboxylic acid). RXN SMILES: C([O:3][C:4]([C:6]1[CH:15]=[C:14]([O:16][CH2:17][C:18]([N:20]2[CH2:24][CH2:23][CH2:22][C@H:21]2[C:25](=[O:31])[NH:26][CH:27]2[CH2:30][CH2:29][CH2:28]2)=[O:19])[C:13]2[C:8](=[CH:9][C:10]([CH3:33])=[C:11]([Cl:32])[CH:12]=2)[N:7]=1)=[O:5])C.[OH-].[Na+]>C1COCC1>[Cl:32][C:11]1[CH:12]=[C:13]2[C:8](=[CH:9][C:10]=1[CH3:33])[N:7]=[C:6]([C:4]([OH:5])=[O:3])[CH:15]=[C:14]2[O:16][CH2:17][C:18]([N:20]1[CH2:24][CH2:23][CH2:22][C@H:21]1[C:25](=[O:31])[NH:26][CH:27]1[CH2:28][CH2:29][CH2:30]1)=[O:19] |f:1.2|. Procedure details: To a solution of 3.2 g 6-Chloro-4-[2-((S)-2-cyclobutylcarbamoyl-pyrrolidin-1-yl)-2-oxo-ethoxy]-7-methyl-quinoline-2-carboxylic acid ethyl ester in 20 ml THF were added 6.7 ml aqueous NaOH (1 M) at 0° C. After 4 h the mixture was brought to pH 4 by using Amberlite IR-120 ion exchange resin. The reaction mixture was filtered and concentrated and the crude product obtained used in the next step without further purification. Yield: 2.78 g. Starting materials: CO, Cl, CCOC(=O)C(Cc1ccc(Oc2ccccc2)cc1)C(O)c1ccc(F)cc1, [Na+], [OH-]. Product: O=C(O)C(Cc1ccc(Oc2ccccc2)cc1)C(O)c1ccc(F)cc1. As a reaction SMILES: [CH3:33][OH:34].[ClH:32].[F:1][c:2]1[cH:3][cH:4][c:5]([CH:8]([CH:9]([C:10](=[O:11])[O:12][CH2:13][CH3:14])[CH2:15][c:16]2[cH:17][cH:18][c:19]([O:22][c:23]3[cH:24][cH:25][cH:26][cH:27][cH:28]3)[cH:20][cH:21]2)[OH:29])[cH:6][cH:7]1.[Na+:31].[OH-:30]>>[F:1][c:2]1[cH:3][cH:4][c:5]([CH:8]([CH:9]([C:10](=[O:11])[OH:12])[CH2:15][c:16]2[cH:17][cH:18][c:19]([O:22][c:23]3[cH:24][cH:25][cH:26][cH:27][cH:28]3)[cH:20][cH:21]2)[OH:29])[cH:6][cH:7]1.